Dataset: the Open Reaction Database (ORD), a public repository of structured organic reaction records. Task: describe an organic reaction: reactants, conditions, products, and yield The reactants are Cc1ccc([N+](=O)[O-])c(-c2nc(CN(C)C)no2)c1, C1COCCO1, O. The product is Cc1ccc(N)c(-c2nc(CN(C)C)no2)c1. As a reaction SMILES: [CH3:1][N:2]([CH2:3][c:4]1[n:5][o:6][c:7](-[c:9]2[c:10]([N+:16]([O-:17])=[O:18])[cH:11][cH:12][c:13]([CH3:15])[cH:14]2)[n:8]1)[CH3:19].[O:20]1[CH2:21][CH2:22][O:23][CH2:24][CH2:25]1.[OH2:26]>>[CH3:1][N:2]([CH2:3][c:4]1[n:5][o:6][c:7](-[c:9]2[c:10]([NH2:16])[cH:11][cH:12][c:13]([CH3:15])[cH:14]2)[n:8]1)[CH3:19]. Yields the product O1COC2=C1C=CC(=C2)C(C(C(=O)OCC)[N+](=O)[O-])C2=CC1=C(OCO1)C=C2 (3.3-Bis-benzo [1.3]dioxol-5-yl-2-nitropropionic acid, ethyl ester). Yield: 79.0%. Reaction conditions: temperature 120 celsius. Procedure details: The alcohol of Example 17 is dissolved in 5 mL of nitro ethyl acetate. A catalytic amount of p-toluene-sulfonic acid is added and the reaction mixture is heated to 120° C. for 3 hours. Excess nitro ethyl acetate is removed by distillation and the residue is purified by silica gel chromatography eluting with 15% ethyl acetate-hexane to give 2.25 g (79%) of product as a yellow oil; The reactants are O1COC2=C1C=CC(=C2)C(O)C2=CC1=C(OCO1)C=C2 (Bis-benzo [1.3 ]dioxol- 5-yl-methanol), CCOC(=O)C[N+](=O)[O-] (nitro ethyl acetate), C1(=CC=C(C=C1)S(=O)(=O)O)C (p-toluene-sulfonic acid). RXN SMILES: [O:1]1[C:5]2[CH:6]=[CH:7][C:8]([CH:10]([C:12]3[CH:20]=[CH:19][C:15]4[O:16][CH2:17][O:18][C:14]=4[CH:13]=3)O)=[CH:9][C:4]=2[O:3][CH2:2]1.C1(C)C=CC(S(O)(=O)=O)=CC=1.[CH3:32][CH2:33][O:34][C:35]([CH2:37][N+:38]([O-:40])=[O:39])=[O:36]>>[O:1]1[C:5]2[CH:6]=[CH:7][C:8]([CH:10]([C:12]3[CH:20]=[CH:19][C:15]4[O:16][CH2:17][O:18][C:14]=4[CH:13]=3)[CH:37]([N+:38]([O-:40])=[O:39])[C:35]([O:34][CH2:33][CH3:32])=[O:36])=[CH:9][C:4]=2[O:3][CH2:2]1. The reactants are CN(C)[C@H]1[C@@H]2[C@]3(C[C@@H]([C@H](C[C@@H]3CC[C@H]2[C@@H]2CC/C(=C/C)/[C@]2(C1)C)O)OCC)C ((Z)-11α-N,N-Dimethylamino-2β-ethoxy-5α-pregn-17(20)-en-3α-ol). The reagents and catalysts are [Pd] (Pd-C). Solvent: C(C)(=O)OCC (ethyl acetate). Yields the product CN(C)[C@H]1[C@@H]2[C@]3(C[C@@H]([C@H](C[C@@H]3CC[C@H]2[C@@H]2CC[C@H](CC)[C@]2(C1)C)O)OCC)C (11α-N,N-Dimethylamino-2β-ethoxy-5α-pregnan-3α-ol). Yield: 74.8%. RXN SMILES: [CH3:1][N:2]([C@@H:4]1[CH2:22][C@@:21]2([CH3:23])[C@@H:15]([CH2:16][CH2:17]/[C:18]/2=[CH:19]/[CH3:20])[C@H:14]2[C@H:5]1[C@:6]1([CH3:28])[C@@H:11]([CH2:12][CH2:13]2)[CH2:10][C@H:9]([OH:24])[C@@H:8]([O:25][CH2:26][CH3:27])[CH2:7]1)[CH3:3]>C(OCC)(=O)C.[Pd]>[CH3:1][N:2]([C@@H:4]1[CH2:22][C@@:21]2([CH3:23])[C@@H:15]([CH2:16][CH2:17][C@@H:18]2[CH2:19][CH3:20])[C@H:14]2[C@H:5]1[C@:6]1([CH3:28])[C@@H:11]([CH2:12][CH2:13]2)[CH2:10][C@H:9]([OH:24])[C@@H:8]([O:25][CH2:26][CH3:27])[CH2:7]1)[CH3:3]. Procedure: (Z)-11α-N,N-Dimethylamino-2β-ethoxy-5α-pregn-17(20)-en-3α-ol (585 mg) in ethyl acetate (22 ml) containing 10% Pd-C (400 mg) was stirred under hydrogen. The catalyst was removed by filtration through Kieselguhr and the solvent evaporated in vacuo. Crystallisation of the residue from aqueous methanol gave the title compound (440 mg), m.p. 57°-59° C., [α]D -4.8°. The reactants are C1(CC=CC1)C(=O)C=1C(=NC=CC1I)F (Cyclopent-3-enyl-(2-fluoro-4-iodo-pyridin-3-yl)-methanone), CN(C)C=O (DMF), C(C)(=O)[O-].[K+] (potassium acetate), C1(=CC=CC=C1)P(C1=CC=CC=C1)C1=CC=CC=C1 (triphenylphosphine). The reagents and catalysts are C(C)(=O)[O-].[Pd+2].C(C)(=O)[O-] (palladium acetate), [Br-].C(CCC)[N+](CCCC)(CCCC)CCCC (tetrabutylammonium bromide). Run in [Cl-].[Na+].O (brine), O (water), CCCCCC (hexane), C(C)(=O)OCC (ethyl acetate). Conditions: temperature 100 celsius, time 7 minute. Product: FC=1N=CC=C2C3C=CC(C(C12)=O)C3 (6-Fluoro-5-aza-tricyclo[7.2.1.02,7]dodeca-2,4,6,10-tetraen-8-one). Reaction SMILES: [CH:1]1([C:6]([C:8]2[C:9]([F:15])=[N:10][CH:11]=[CH:12][C:13]=2I)=[O:7])[CH2:5][CH:4]=[CH:3][CH2:2]1.C([O-])(=O)C.[K+].C1(P(C2C=CC=CC=2)C2C=CC=CC=2)C=CC=CC=1.CN(C=O)C>[Br-].C([N+](CCCC)(CCCC)CCCC)CCC.[Cl-].[Na+].O.C([O-])(=O)C.[Pd+2].C([O-])(=O)C.O.CCCCCC.C(OCC)(=O)C>[F:15][C:9]1[N:10]=[CH:11][CH:12]=[C:13]2[C:8]=1[C:6](=[O:7])[CH:1]1[CH2:5][CH:4]2[CH:3]=[CH:2]1 |f:1.2,5.6,7.8.9,10.11.12|. Procedure details: Cyclopent-3-enyl-(2-fluoro-4-iodo-pyridin-3-yl)-methanone (110 mg, 0.35 mmol) as prepared above, was combined with tetrabutylammonium bromide (112 mg, 0.35 mmol), potassium acetate (102 mg, 1.04 mmol), triphenylphosphine (2 mg, 0.009 mmol) and DMF (4 ml). The reaction mixture was deoxygenated with nitrogen and then palladium acetate (2 mg, 0.008 mmol) was introduced. The reaction mixture was heated in a 100° C. oil bath for 20 min. A black precipitate was observed after 7 min. The reaction mixtu... Starting materials: C1COCCN1, C1COCCO1, CCN(C(C)C)C(C)C, Fc1nc(F)c(Cl)c(F)n1. Product: Fc1nc(F)c(Cl)c(N2CCOCC2)n1. RXN SMILES: [CH2:1]1[CH2:2][O:3][CH2:4][CH2:5][NH:6]1.[CH2:26]1[O:27][CH2:28][CH2:29][O:30][CH2:31]1.[CH:17]([N:18]([CH2:19][CH3:20])[CH:21]([CH3:22])[CH3:23])([CH3:24])[CH3:25].[Cl:7][c:8]1[c:9]([F:16])[n:10][c:11]([F:15])[n:12][c:13]1[F:14]>>[CH2:1]1[CH2:2][O:3][CH2:4][CH2:5][N:6]1[c:13]1[c:8]([Cl:7])[c:9]([F:16])[n:10][c:11]([F:15])[n:12]1. The reactants are F[B-](F)(F)F.C(C)[O+](CC)CC (triethyloxonium tetrafluoroborate), C(=O)(OC(C)(C)C)N[C@@H](C)C(=O)N ((S)-Boc-alaninamide), FC=1C=C(C(=CC1)N)NC=1C=NC=C(C1)F (4-fluoro-N2-(5-fluoropyridin-3-yl)-benzene-1,2-diamine). Solvent: C(Cl)Cl (DCM). Conditions: time 2 hour. Product: C(C)(C)(C)OC(N[C@@H](C)C1=NC2=C(N1C=1C=NC=C(C1)F)C=C(C=C2)F)=O ({(S)-1-[6-Fluoro-1-(5-fluoropyridin-3-yl)-1H-benzoimidazol-2-yl]ethyl}carbamic acid tert-butyl ester). Isolated yield 96.3%. Reaction SMILES: [C:1]([NH:8][C@H:9]([C:11](N)=O)[CH3:10])([O:3][C:4]([CH3:7])([CH3:6])[CH3:5])=[O:2].F[B-](F)(F)F.C([O+](CC)CC)C.[F:26][C:27]1[CH:28]=[C:29]([NH:34][C:35]2[CH:36]=[N:37][CH:38]=[C:39]([F:41])[CH:40]=2)[C:30]([NH2:33])=[CH:31][CH:32]=1>C(Cl)Cl>[C:4]([O:3][C:1](=[O:2])[NH:8][C@H:9]([C:10]1[N:34]([C:35]2[CH:36]=[N:37][CH:38]=[C:39]([F:41])[CH:40]=2)[C:29]2[CH:28]=[C:27]([F:26])[CH:32]=[CH:31][C:30]=2[N:33]=1)[CH3:11])([CH3:7])([CH3:6])[CH3:5] |f:1.2|. Procedure: To a suspension of (S)-Boc-alaninamide (17.4 g, 92.5 mmol) in DCM (180 mL, dried over molecular sieves) was added triethyloxonium tetrafluoroborate (16.0 g, 84.1 mmol) in one portion under a nitrogen atmosphere. The resulting mixture was stirred at RT for 2 h. The volatiles were removed in vacuo and the resulting residue taken up in absolute EtOH (200 mL) then 4-fluoro-N2-(5-fluoropyridin-3-yl)-benzene-1,2-diamine (6.20 g, 28.0 mmol) added. After stirring the reaction mixture at 60° C. for 2 h, ... Starting materials: CCOC(=O)CC#N, CC(=O)O, CC(=O)[O-], Cc1ccccc1, COc1cc2c(cc1Cl)CCC2=O, [NH4+]. Yields the product CCOC(=O)C(C#N)=C1CCc2cc(Cl)c(OC)cc21. As a reaction SMILES: [C:14](#[N:15])[CH2:16][C:17](=[O:18])[O:19][CH2:20][CH3:21].[C:22]([OH:23])(=[O:24])[CH3:25].[CH3:27][C:28](=[O:29])[O-:30].[CH3:31][c:32]1[cH:33][cH:34][cH:35][cH:36][cH:37]1.[Cl:1][c:2]1[cH:3][c:4]2[c:8]([cH:9][c:10]1[O:11][CH3:12])[C:7](=[O:13])[CH2:6][CH2:5]2.[NH4+:26]>>[Cl:1][c:2]1[cH:3][c:4]2[c:8]([cH:9][c:10]1[O:11][CH3:12])[C:7](=[C:16]([C:14]#[N:15])[C:17](=[O:18])[O:19][CH2:20][CH3:21])[CH2:6][CH2:5]2. Starting materials: C=1C=CC(=CC1)P(C=2C=CC=CC2)C3=CC=C4C=CC=CC4=C3C5=C6C=CC=CC6=CC=C5P(C=7C=CC=CC7)C=8C=CC=CC8 (BINAP), BrC=1C=C2C\C(\C(C2=CC1OC)=O)=C/C1=CC=C(C=C1)SC(F)(F)F ((E)-5-bromo-6-methoxy-2-(4-((trifluoromethyl)thio)benzylidene)-2,3-dihydro-1H-inden-1-one), CC1CCNCC1 (4-methylpiperidine), C([O-])([O-])=O.[Cs+].[Cs+] (cesium carbonate). Reagents/catalysts: C=1C=CC(=CC1)/C=C/C(=O)/C=C/C2=CC=CC=C2.C=1C=CC(=CC1)/C=C/C(=O)/C=C/C2=CC=CC=C2.C=1C=CC(=CC1)/C=C/C(=O)/C=C/C2=CC=CC=C2.[Pd].[Pd] (Pd2(dba)3). The solvent is C1(=CC=CC=C1)C (toluene), CC(C)(C)O (tBuOH). Run at temperature 110 celsius. The product is COC1=C(C=C2C\C(\C(C2=C1)=O)=C/C1=CC=C(C=C1)SC(F)(F)F)N1CCC(CC1)C ((E)-6-methoxy-5-(4-methylpiperidin-1-yl)-2-(4-((trifluoromethyl)thio)benzylidene)-2,3-dihydro-1H-inden-1-one). Reaction SMILES: Br[C:2]1[CH:3]=[C:4]2[C:8](=[CH:9][C:10]=1[O:11][CH3:12])[C:7](=[O:13])/[C:6](=[CH:14]/[C:15]1[CH:20]=[CH:19][C:18]([S:21][C:22]([F:25])([F:24])[F:23])=[CH:17][CH:16]=1)/[CH2:5]2.[CH3:26][CH:27]1[CH2:32][CH2:31][NH:30][CH2:29][CH2:28]1.C(=O)([O-])[O-].[Cs+].[Cs+].C1C=CC(P(C2C(C3C(P(C4C=CC=CC=4)C4C=CC=CC=4)=CC=C4C=3C=CC=C4)=C3C(C=CC=C3)=CC=2)C2C=CC=CC=2)=CC=1>C1(C)C=CC=CC=1.CC(O)(C)C.C1C=CC(/C=C/C(/C=C/C2C=CC=CC=2)=O)=CC=1.C1C=CC(/C=C/C(/C=C/C2C=CC=CC=2)=O)=CC=1.C1C=CC(/C=C/C(/C=C/C2C=CC=CC=2)=O)=CC=1.[Pd].[Pd]>[CH3:12][O:11][C:10]1[CH:9]=[C:8]2[C:4]([CH2:5]/[C:6](=[CH:14]\[C:15]3[CH:20]=[CH:19][C:18]([S:21][C:22]([F:25])([F:24])[F:23])=[CH:17][CH:16]=3)/[C:7]2=[O:13])=[CH:3][C:2]=1[N:30]1[CH2:31][CH2:32][CH:27]([CH3:26])[CH2:28][CH2:29]1 |f:2.3.4,8.9.10.11.12|. Procedure details: To a solution of 104 (150 mg, 0.348 mmol) and 4-methylpiperidine (69 mg, 0.696 mmol) in toluene and tBuOH (8:2, 10 mL) was added cesium carbonate 228 mg, 0.696). The reaction was degassed and purged with nitrogen for 10 min. Pd2(dba)3 (15.9 mg, 0.0174 mmol) and BINAP (32.4 mg, 0.15 m·mol) was added and again degassed and purged with nitrogen for another 10 min. The reaction was heated to 110° C. for overnight under sealed condition. The reaction was diluted with chloroform and filtered through c... Reactants: FC1=C(C=C(N)C=C1)[N+](=O)[O-] (4-fluoro-3-nitroaniline), C(C)OC(C(C(=O)OCC)=COCC)=O (ethoxymethylene malonic acid-diethyl ester). Solvent: CCCCCC (n-hexane). Reaction conditions: time 2 hour. The product is C(C)OC(C(C(=O)OCC)=CNC1=CC(=C(C=C1)F)[N+](=O)[O-])=O (N-(4-fluoro-3-nitrophenyl)-aminomethylene malonic acid diethyl ester). Yield: 89.3%. As a reaction SMILES: [F:1][C:2]1[CH:8]=[CH:7][C:5]([NH2:6])=[CH:4][C:3]=1[N+:9]([O-:11])=[O:10].[CH2:12]([O:14][C:15](=[O:26])[C:16](=[CH:22]OCC)[C:17]([O:19][CH2:20][CH3:21])=[O:18])[CH3:13]>CCCCCC>[CH2:12]([O:14][C:15](=[O:26])[C:16](=[CH:22][NH:6][C:5]1[CH:7]=[CH:8][C:2]([F:1])=[C:3]([N+:9]([O-:11])=[O:10])[CH:4]=1)[C:17]([O:19][CH2:20][CH3:21])=[O:18])[CH3:13]. Reported procedure: 50 g of 4-fluoro-3-nitroaniline and 69 g of ethoxymethylene malonic acid-diethyl ester were heated for 3 hours to 120° C. The mixture was added to n-hexane, stirred for 2 hours, and the crystalline material was suctioned off and dried in a vacuum at room temperature. 93 g of N-(4-fluoro-3-nitrophenyl)-aminomethylene malonic acid diethyl ester is obtained. The latter is added in 3 portions of 31 g to respectively 150 ml of a mixture that consists of 26.5% diphenyl and 73.5% diphenyl ether (DOWTHE...